From a dataset of the Open Reaction Database (ORD), a public repository of structured organic reaction records. describe an organic reaction: reactants, conditions, products, and yield Product: O1C(CCCC1)O[C@H](CO)[C@H](CC)C ((2S,3S)-2-Tetrahydropyranyloxy-3-methylpentanol). Reaction conditions: time 1 hour. The reactants are O1C(CCCC1)O[C@H](C(=O)OCC)[C@H](CC)C (Ethyl (2S,3S)-2-tetrahydropyranyloxy-3-methylvalerate), O (water), [H-].[Al+3].[Li+].[H-].[H-].[H-] (lithium aluminum hydride), [OH-].[Na+] (sodium hydroxide). The solvent is C1CCOC1 (THF), C1CCOC1 (THF), C1CCOC1 (THF). Isolated yield 90.8%. Reaction SMILES: [H-].[Al+3].[Li+].[H-].[H-].[H-].[O:7]1[CH2:12][CH2:11][CH2:10][CH2:9][CH:8]1[O:13][C@@H:14]([C@@H:20]([CH3:23])[CH2:21][CH3:22])[C:15](OCC)=[O:16].O.[OH-].[Na+]>C1COCC1>[O:7]1[CH2:12][CH2:11][CH2:10][CH2:9][CH:8]1[O:13][C@@H:14]([C@@H:20]([CH3:23])[CH2:21][CH3:22])[CH2:15][OH:16] |f:0.1.2.3.4.5,8.9|. Procedure details: In a 50 ml flask were charged 1.2 g of lithium aluminum hydride and 50 ml of THF, and a solution of 7.85 g of the compound obtained in Step 2 in 20 ml of THF was added thereto dropwise under ice-cooling, followed by stirring at room temperature for 1 hour. Then, 1.2 ml of water and 20 ml of THF were added thereto dropwise over 15 minutes. To the reaction mixture was further added dropwise 3.6 ml of a 4% sodium hydroxide aqueous solution under cooling with ice over 40 minutes, followed by filtrat...